From a dataset of the Open Reaction Database (ORD), a public repository of structured organic reaction records. describe an organic reaction: reactants, conditions, products, and yield Starting materials: C(C)O (ethanol), BrCC1=CC(=NO1)C(=O)OCC (ethyl 5-(bromomethyl)isoxazole-3-carboxylate), [OH-].[Na+] (sodium hydroxide), Cl (hydrochloric acid). Conditions: time 8 hour. Yields the product C(C)OCC1=CC(=NO1)C(=O)O (5-(ethoxymethyl)isoxazole-3-carboxylic acid). The yield is 38.0%. RXN SMILES: Br[CH2:2][C:3]1[O:7][N:6]=[C:5]([C:8]([O:10]CC)=[O:9])[CH:4]=1.[OH-].[Na+].Cl.[CH2:16]([OH:18])[CH3:17]>>[CH2:16]([O:18][CH2:2][C:3]1[O:7][N:6]=[C:5]([C:8]([OH:10])=[O:9])[CH:4]=1)[CH3:17] |f:1.2|. Procedure: To an oily suspension of ethyl 5-(bromomethyl)isoxazole-3-carboxylate (0.680 g; 2.91 mmol) in aqueous 1M sodium hydroxide (6.4 mL; 6.4 mmol) was added 1 mL of ethanol. The oily suspension immediately transformed to a white solid suspension. The mixture was stirred overnight at room temperature. The pH of the solution was adjusted between 2 and 3 by addition of 6N hydrochloric acid. The solution was extracted with ethyl acetate. Organic extracts were dried over magnesium sulfate and evaporated to... The reactants are Cl (hydrochloric acid), C(#N)[BH3-].[Na+] (sodium cyanoborohydride), C(C(=O)C)C=1C(NCCCC1C1=CC(=CC=C1)OC)=O (3-acetonyl-4-(3-methoxyphenyl)-1,5,6,7-tetrahydro-2H-azepinone), N1CCCCC1 (piperidine), Cl (hydrogen chloride), C(#N)[BH3-].[Na+] (sodium cyanoborohydride). Run in CO (methanol). Conditions: time 24 hour. Product: N1(CCCCC1)C(CC=1C(NCCCC1C1=CC(=CC=C1)OC)=O)C (3-(2-piperidinopropyl)-4-(3-methoxyphenyl)-1,5,6,7-tetrahydro-2H-azepinone). RXN SMILES: [CH2:1]([C:5]1[C:6](=[O:20])[NH:7][CH2:8][CH2:9][CH2:10][C:11]=1[C:12]1[CH:17]=[CH:16][CH:15]=[C:14]([O:18][CH3:19])[CH:13]=1)[C:2]([CH3:4])=O.[NH:21]1[CH2:26][CH2:25][CH2:24][CH2:23][CH2:22]1.Cl.C([BH3-])#N.[Na+]>CO>[N:21]1([CH:2]([CH3:4])[CH2:1][C:5]2[C:6](=[O:20])[NH:7][CH2:8][CH2:9][CH2:10][C:11]=2[C:12]2[CH:17]=[CH:16][CH:15]=[C:14]([O:18][CH3:19])[CH:13]=2)[CH2:26][CH2:25][CH2:24][CH2:23][CH2:22]1 |f:3.4|. Procedure details: The solution of 8.0 g of 3-acetonyl-4-(3-methoxyphenyl)-1,5,6,7-tetrahydro-2H-azepinone, 14.95 g of piperidine, 6.6 ml of 5 N methanolic hydrogen chloride and 1.9 g of sodium cyanoborohydride in 120 ml of methanol is refluxed overnight. An additional portion of 0.95 g of sodium cyanoborohydride is added and refluxing continued for 24 hours. The mixture is cooled to 0°, 30 ml of concentrated hydrochloric acid are added and the solution concentrated. The concentrate is diluted with 100 ml of water... The reactants are ClC=1C=CC2=C(C(N3C(C(N2C)=O)CCC3)=O)C1 (7-chloro-1,2,3,11a-tetrahydro-10-methyl-5 H-pyrrolo[2,1-c] [1,4] benzodiazepin-5,11(10H)-dione), B (borane), hydrochloride salt. The solvent is O1CCCC1 (tetrahydrofuran). Yields the product ClC=1C=CC2=C(CN3C(C(N2C)=O)CCC3)C1 (Racemic 7-Chloro-1,2,3,5,10,11a-hexahydro-10 -methyl-11 H-pyrrolo[2,1-c] [1,4] benzodiazepin-11-one). As a reaction SMILES: [Cl:1][C:2]1[CH:3]=[CH:4][C:5]2[N:11]([CH3:12])[C:10](=[O:13])[CH:9]3[CH2:14][CH2:15][CH2:16][N:8]3[C:7](=O)[C:6]=2[CH:18]=1.B>O1CCCC1>[Cl:1][C:2]1[CH:3]=[CH:4][C:5]2[N:11]([CH3:12])[C:10](=[O:13])[CH:9]3[CH2:14][CH2:15][CH2:16][N:8]3[CH2:7][C:6]=2[CH:18]=1. Procedure details: If 7-chloro-1,2,3,11a-tetrahydro-10-methyl-5 H-pyrrolo[2,1-c] [1,4] benzodiazepin-5,11(10H)-dione (prepared as described in Example 1 from DL-proline and 5 -chloro-N-methylisatoic anhydride) is treated with 1M borane in tetrahydrofuran as described in Example 1, the above compound is obtained. The hydrochloride salt melts at 243°-245°C. The reactants are FC1=C(C=CC(=C1)F)C([C@H](C)OS(=O)(=O)C(F)(F)F)=O ((2S)-2',4'-difluoro-2-trifluoromethanesulfonyloxypropiophenone), FC(COC1=CC=C(C=C1)N1C(NN=C1)=O)(C(F)F)F (4-[4-(2,2,3,3-Tetrafluoropropoxy)phenyl]-3(2H,4H)-1,2,4-triazolone). Solvent: O1CCCC1 (tetrahydrofuran), C(C)(=O)O (acetic acid), C(C)(=O)OCC (ethyl acetate), CN1C(CCC1)=O (1-methyl-2-pyrrolidone), [H-].[Na+] (sodium hydride), oil. Conditions: time 3 hour. Yields the product FC1=C(C=CC(=C1)F)C([C@@H](C)N1N=CN(C1=O)C1=CC=C(C=C1)OCC(C(F)F)(F)F)=O (2-[(1R)-2-(2,4-difluorophenyl)-2-oxo-1-methylethyl]-4-[4-(2,2,3,3-tetrafluoropropoxy)phenyl]-3(2H,4H)-1,2,4-triazolone). Isolated yield 55.5%. Reaction SMILES: [F:1][C:2]([F:20])([CH:17]([F:19])[F:18])[CH2:3][O:4][C:5]1[CH:10]=[CH:9][C:8]([N:11]2[CH:15]=[N:14][NH:13][C:12]2=[O:16])=[CH:7][CH:6]=1.[F:21][C:22]1[CH:27]=[C:26]([F:28])[CH:25]=[CH:24][C:23]=1[C:29](=[O:40])[C@@H:30](OS(C(F)(F)F)(=O)=O)[CH3:31]>CN1CCCC1=O.[H-].[Na+].O1CCCC1.C(O)(=O)C.C(OCC)(=O)C>[F:21][C:22]1[CH:27]=[C:26]([F:28])[CH:25]=[CH:24][C:23]=1[C:29](=[O:40])[C@H:30]([N:13]1[C:12](=[O:16])[N:11]([C:8]2[CH:9]=[CH:10][C:5]([O:4][CH2:3][C:2]([F:1])([F:20])[CH:17]([F:19])[F:18])=[CH:6][CH:7]=2)[CH:15]=[N:14]1)[CH3:31] |f:3.4|. Procedure details: 4-[4-(2,2,3,3-Tetrafluoropropoxy)phenyl]-3(2H,4H)-1,2,4-triazolone (6.12 g) was dissolved in 60 ml of 1-methyl-2-pyrrolidone, to which 60% of sodium hydride in oil (0.80 g) was added, and the mixture was stirred at room temperature for 3 hours. The reaction solution was ice-cooled and added dropwise under nitrogen atmosphere over the period of 25 minutes to a solution of 7.32 g of (2S)-2',4'-difluoro-2-trifluoromethanesulfonyloxypropiophenone in 180 ml of tetrahydrofuran which was cooled to -50°...